Dataset: the Open Reaction Database (ORD), a public repository of structured organic reaction records. Task: describe an organic reaction: reactants, conditions, products, and yield The reactants are O([Si](C)(C)C(C)(C)C)C(CCC)O (tert-Butyldimethylsiloxy-1-butanol), C[Si](C)(C)[N-][Si](C)(C)C.[Na+] (sodium bis(trimethylsilyl)amide), C1CCOC1 (THF), C1CCOC1 (THF), FC=1C=C(C=CC1F)N1N=CC(=C(C1=O)Br)Br (2-(3,4-difluorophenyl)-4,5-dibromo-3(2H)-pyridazinone), C1CCOC1 (THF). Conditions: time 0.5 hour. Product: FC=1C=C(C=CC1F)N1N=CC(=C(C1=O)OCC[C@@H](C)O[Si](C)(C)C(C)(C)C)Br ((R)-2-(3,4-Difluorophenyl)-4-[3-(tert-butyldimethylsiloxy)-1-butoxy]-5-bromo-3(2H)-pyridazinone). The yield is 51.0%. As a reaction SMILES: [O:1](C(O)CCC)[Si:2]([C:5]([CH3:8])([CH3:7])[CH3:6])([CH3:4])[CH3:3].C[Si]([N-][Si](C)(C)C)(C)C.[Na+].[F:24][C:25]1[CH:26]=[C:27]([N:32]2[C:37](=[O:38])[C:36](Br)=[C:35]([Br:40])[CH:34]=[N:33]2)[CH:28]=[CH:29][C:30]=1[F:31].[CH2:41]1[CH2:45][O:44][CH2:43][CH2:42]1>>[F:24][C:25]1[CH:26]=[C:27]([N:32]2[C:37](=[O:38])[C:36]([O:44][CH2:43][CH2:42][C@H:41]([O:1][Si:2]([C:5]([CH3:8])([CH3:7])[CH3:6])([CH3:4])[CH3:3])[CH3:45])=[C:35]([Br:40])[CH:34]=[N:33]2)[CH:28]=[CH:29][C:30]=1[F:31] |f:1.2|. Procedure: To a stirred, 0° C. solution of the product from Example 545B (3.4 g, 10 mmol) in THF (20 mL) was added 1M sodium bis(trimethylsilyl)amide in THF (12 mL, 12 mmol). The reaction mixture was stirred at room temperature for 0.5 hours, then it was transferred to a stirred, −30° C. solution of 2-(3,4-difluorophenyl)-4,5-dibromo-3(2H)-pyridazinone (3.66 g, 10 mmol) in THF (100 mL). The reaction mixture was stirred at −30° C. for 1 hour, then overnight while warming to room temperature. The reaction wa... The reactants are COCOc1cc(C(F)(F)F)ccc1-c1cc(Oc2ccc3cccnc3c2)ncn1, ClCCl. The product is Oc1cc(C(F)(F)F)ccc1-c1cc(Oc2ccc3cccnc3c2)ncn1. RXN SMILES: [CH3:1][O:2][CH2:3][O:4][c:5]1[c:6](-[c:15]2[cH:16][c:17]([O:21][c:22]3[cH:23][cH:24][c:25]4[cH:26][cH:27][cH:28][n:29][c:30]4[cH:31]3)[n:18][cH:19][n:20]2)[cH:7][cH:8][c:9]([C:11]([F:12])([F:13])[F:14])[cH:10]1.[Cl:32][CH2:33][Cl:34]>>[OH:4][c:5]1[c:6](-[c:15]2[cH:16][c:17]([O:21][c:22]3[cH:23][cH:24][c:25]4[cH:26][cH:27][cH:28][n:29][c:30]4[cH:31]3)[n:18][cH:19][n:20]2)[cH:7][cH:8][c:9]([C:11]([F:12])([F:13])[F:14])[cH:10]1. The reactants are ClCSCC1=CC=CC=C1 (benzyl chloromethyl thioether), O (water), C(C(C)C)C(C(=O)OCC)C(=O)OCC (Diethyl isobutylmalonate), [H-].[Na+] (sodium hydride). Run in C1(=CC=CC=C1)C (toluene), C1(=CC=CC=C1)C (toluene). Conditions: time 1 hour. Product: C(C1=CC=CC=C1)SCC(C(=O)OCC)(C(=O)OCC)CC(C)C (Diethyl 2-benzylthiomethyl-2-isobutylmalonate). The yield is 98.0%. Reaction SMILES: [CH2:1]([CH:5]([C:11]([O:13][CH2:14][CH3:15])=[O:12])[C:6]([O:8][CH2:9][CH3:10])=[O:7])[CH:2]([CH3:4])[CH3:3].[H-].[Na+].Cl[CH2:19][S:20][CH2:21][C:22]1[CH:27]=[CH:26][CH:25]=[CH:24][CH:23]=1.O>C1(C)C=CC=CC=1>[CH2:21]([S:20][CH2:19][C:5]([CH2:1][CH:2]([CH3:4])[CH3:3])([C:11]([O:13][CH2:14][CH3:15])=[O:12])[C:6]([O:8][CH2:9][CH3:10])=[O:7])[C:22]1[CH:27]=[CH:26][CH:25]=[CH:24][CH:23]=1 |f:1.2|. Reported procedure: Diethyl isobutylmalonate (22.0 g.) was added to a stirred suspension of sodium hydride (4.8 g. 50% dispersion in oil) in dry toluene (200 ml.), under nitrogen. The mixture was stirred at 80° for one hour. The mixture was cooled and benzyl chloromethyl thioether 5 (16.0 g.) in dry toluene (50 ml.) was added and the mixture was stirred at 80° for two hours. The mixture was cooled and poured into water. The aqueous mixture was extracted into diethyl ether. The ether extracts were washed with water,...